describe an organic reaction: reactants, conditions, products, and yield From a dataset of the Open Reaction Database (ORD), a public repository of structured organic reaction records. The solvent is O (water). Conditions: time 2 hour. As a reaction SMILES: [C:1](=[O:4])([O-])[O-:2].[Na+].[Na+].[C:7]([N:12]1[C:16](=[O:17])[C:15]2=[CH:18][CH:19]=[CH:20][CH:21]=[C:14]2[C:13]1=[O:22])(OCC)=O>O>[C:13]1(=[O:22])[N:12]([C@@H:7]([CH2:13][CH2:14][CH2:15][CH2:16][OH:17])[C:1]([OH:2])=[O:4])[C:16](=[O:17])[C:15]2=[CH:18][CH:19]=[CH:20][CH:21]=[C:14]12 |f:0.1.2|. The product is C1(C=2C(C(N1[C@H](C(=O)O)CCCCO)=O)=CC=CC2)=O ((S)-2-Phthalimido-6-hydroxyhexanoic acid). Procedure details: A solution of (+)-L-ε-hydroxynorleucine [prepared according to the procedure of Bodanszky et al., J. Med Chem., 1978, 21, 1030-1035] (1.030 g., 7.0 mmol.) and sodium carbonate (745 mg., 7.0 mmol.) in water (12 ml.) was treated with N-carbethoxyphthalimide (1.495 g., 7.0 mmol.) and the mixture was stirred at room temperature for 2 hours. The solution was filtered, cooled to 0° C., and acidified with 6N hydrochloric acid to afford a white precipitate. The solid was collected by filtration and drie... Starting materials: (+)-L-ε-hydroxynorleucine, C([O-])([O-])=O.[Na+].[Na+] (sodium carbonate), C(=O)(OCC)N1C(C=2C(C1=O)=CC=CC2)=O (N-carbethoxyphthalimide). The reactants are C(C(=O)C)C1=C(N2C(C(C2SC1)N)=O)C(=O)OC(C1=CC=CC=C1)C1=CC=CC=C1 (3-acetonyl-7-amino-2-benzhydryloxycarbonyl-8-oxo-5-thia-1-azabicyclo[4.2.0]oct-2-ene), solution, C(=O)(Cl)Cl (phosgene), CON=C(C(=O)O)C=1N=C(SC1)NC(C1=CC=CC=C1)(C1=CC=CC=C1)C1=CC=CC=C1 (2-methoxyimino-2-(2-tritylaminothiazol-4-yl)-acetic acid), Cl (hydrochloric acid). The solvent is C(Cl)Cl (methylene chloride), C(C)N(CC)CC (triethylamine), C1=CC=CC=C1 (benzene), C(Cl)Cl (methylene chloride), CN(C(C)=O)C (N,N-dimethylacetamide). Run at temperature -10 celsius, time 16 hour. Yields the product C(C(=O)C)C1=C(N2C(C(C2SC1)NC(C(C=1N=C(SC1)NC(C1=CC=CC=C1)(C1=CC=CC=C1)C1=CC=CC=C1)=NOC)=O)=O)C(=O)OC(C1=CC=CC=C1)C1=CC=CC=C1 (3-acetonyl-2-benzhydryloxycarbonyl-7-[2-methoxyimino-2-(2-tritylaminothiazol-4-yl)-acetamido]-8-oxo-5-thia-1-azabicyclo[4.2.0]oct-2-ene). Yield: 35.8%. RXN SMILES: C(Cl)(Cl)=O.[CH3:5][O:6][N:7]=[C:8]([C:12]1[N:13]=[C:14]([NH:17][C:18]([C:31]2[CH:36]=[CH:35][CH:34]=[CH:33][CH:32]=2)([C:25]2[CH:30]=[CH:29][CH:28]=[CH:27][CH:26]=2)[C:19]2[CH:24]=[CH:23][CH:22]=[CH:21][CH:20]=2)[S:15][CH:16]=1)[C:9](O)=[O:10].[CH2:37]([C:41]1[CH2:48][S:47][CH:46]2[N:43]([C:44](=[O:50])[CH:45]2[NH2:49])[C:42]=1[C:51]([O:53][CH:54]([C:61]1[CH:66]=[CH:65][CH:64]=[CH:63][CH:62]=1)[C:55]1[CH:60]=[CH:59][CH:58]=[CH:57][CH:56]=1)=[O:52])[C:38]([CH3:40])=[O:39].Cl>C1C=CC=CC=1.C(Cl)Cl.CN(C)C(=O)C.C(N(CC)CC)C>[CH2:37]([C:41]1[CH2:48][S:47][CH:46]2[N:43]([C:44](=[O:50])[CH:45]2[NH:49][C:9](=[O:10])[C:8](=[N:7][O:6][CH3:5])[C:12]2[N:13]=[C:14]([NH:17][C:18]([C:25]3[CH:26]=[CH:27][CH:28]=[CH:29][CH:30]=3)([C:31]3[CH:36]=[CH:35][CH:34]=[CH:33][CH:32]=3)[C:19]3[CH:20]=[CH:21][CH:22]=[CH:23][CH:24]=3)[S:15][CH:16]=2)[C:42]=1[C:51]([O:53][CH:54]([C:61]1[CH:62]=[CH:63][CH:64]=[CH:65][CH:66]=1)[C:55]1[CH:56]=[CH:57][CH:58]=[CH:59][CH:60]=1)=[O:52])[C:38]([CH3:40])=[O:39]. Procedure: A 2.5M solution of phosgene in benzene (6.47 cc) is added, in the course of 20 minutes, to a suspension of 2-methoxyimino-2-(2-tritylaminothiazol-4-yl)-acetic acid (syn isomer) (5.84 g) in a mixture of methylene chloride (50 cc) and N,N-dimethylacetamide (1.23 cc) at -10° C. The reaction is left to proceed for 16 hours at -10° C. and a solution of 3-acetonyl-7-amino-2-benzhydryloxycarbonyl-8-oxo-5-thia-1-azabicyclo[4.2.0]oct-2-ene (5.57 g) in a mixture of methylene chloride (50 cc) and triethyla... Reactants: Cl (HCl), C(#C)C1=CC=C(OCCCN2C3CCC(C2)CC3)C=C1 (2-[3-(4-ethynylphenoxy)propane-1-yl]-2-azabicyclo[2.2.2]octane). Run in C(C)OCC (ethyl ether), C(C)(=O)OCC (ethyl acetate), CO (methanol). Product: Cl.C(#C)C1=CC=C(OCCCN2C3CCC(C2)CC3)C=C1 (2-[3-(4-ethynylphenoxy)propane-1-yl]-2-azabicyclo[2.2.2]octane hydrochloride), crystal. As a reaction SMILES: [C:1]([C:3]1[CH:20]=[CH:19][C:6]([O:7][CH2:8][CH2:9][CH2:10][N:11]2[CH2:16][CH:15]3[CH2:17][CH2:18][CH:12]2[CH2:13][CH2:14]3)=[CH:5][CH:4]=1)#[CH:2].[ClH:21]>C(OCC)(=O)C.CO.C(OCC)C>[ClH:21].[C:1]([C:3]1[CH:4]=[CH:5][C:6]([O:7][CH2:8][CH2:9][CH2:10][N:11]2[CH2:16][CH:15]3[CH2:14][CH2:13][CH:12]2[CH2:18][CH2:17]3)=[CH:19][CH:20]=1)#[CH:2] |f:5.6|. Reported procedure: A solution of compound 9 (0.238 g) in ethyl acetate (2 ml) and methanol (4 ml), under cooling to a solution, was treated with HCl gas in ethyl ether dropwise to adjust the pH 5.0, then concentrated in vacuo. The concentrate was crystallized with ethyl acetate. The resulting precipitate was collected by filtration, and was recrystallized with ethyl acetate. Compound 10 was obtained as a pale yellow crystal(0.172 g). The reactants are C(C)C(=O)CC (Diethyl ketone), [Cl-].CN(C=NC=[N+](C)C)C ([3-(dimethylamino)-2-azaprop-2-en-1-ylidene]dimethyl-ammonium chloride), C[O-].[Na+] (sodium methoxide). Run in CO (methanol), CO (methanol). Yields the product CN(C=C(C(CC)=O)C)C (1-(dimethylamino)-2-methylpent-1-en-3-one). RXN SMILES: [CH2:1]([C:3]([CH2:5][CH3:6])=[O:4])[CH3:2].[Cl-].[CH3:8][N:9]([CH3:16])[CH:10]=NC=[N+](C)C.C[O-].[Na+]>CO>[CH3:8][N:9]([CH3:16])[CH:10]=[C:1]([CH3:2])[C:3](=[O:4])[CH2:5][CH3:6] |f:1.2,3.4|. Procedure: Diethyl ketone (29.71 g; 0.345 mol) and [3-(dimethylamino)-2-azaprop-2-en-1-ylidene]dimethyl-ammonium chloride (37.64 g; 0.230 mol) were added to a solution of 30% of sodium methoxide in methanol (41.41 g; 0.230 mol) and methanol (305 ml) at 20° C. under N2. The reaction mixture was refluxed for 18 h and then concentrated under reduced pressure. The residue was dissolved in dichloromethane (300 ml) and washed with saturated sodium bisulphite solution (3×100 ml). The organic phase was dried over ...